This data is from the Open Reaction Database (ORD), a public repository of structured organic reaction records. The task is: describe an organic reaction: reactants, conditions, products, and yield Starting materials: OC=1C=NC(=NC1)C1=CC=C(C=O)C=C1 (4-(5-hydroxypyrimidin-2-yl)benzaldehyde), ClCCCCCCCCO (8-chloro-1-octanol), C([O-])([O-])=O.[K+].[K+] (potassium carbonate). Solvent: CC(=O)CC (ethyl methyl ketone). Yields the product OCCCCCCCCOC=1C=NC(=NC1)C1=CC=C(C=O)C=C1 (4-(5-[8-hydroxyoctyloxy]-pyrimidin-2-yl)benzaldehyde). The yield is 55.0%. RXN SMILES: [OH:1][C:2]1[CH:3]=[N:4][C:5]([C:8]2[CH:15]=[CH:14][C:11]([CH:12]=[O:13])=[CH:10][CH:9]=2)=[N:6][CH:7]=1.Cl[CH2:17][CH2:18][CH2:19][CH2:20][CH2:21][CH2:22][CH2:23][CH2:24][OH:25].C(=O)([O-])[O-].[K+].[K+]>CC(CC)=O>[OH:25][CH2:24][CH2:23][CH2:22][CH2:21][CH2:20][CH2:19][CH2:18][CH2:17][O:1][C:2]1[CH:7]=[N:6][C:5]([C:8]2[CH:9]=[CH:10][C:11]([CH:12]=[O:13])=[CH:14][CH:15]=2)=[N:4][CH:3]=1 |f:2.3.4|. Reported procedure: A solution of 6.1 g of 4-(5-hydroxypyrimidin-2-yl)benzaldehyde and 6.0 g of 8-chloro-1-octanol in 100 ml of ethyl methyl ketone was treated with 16.9 g of finely powdered potassium carbonate and the mixture was heated under slight reflux overnight. The suspension was suction filtered and the filtrate was concentrated in a vacuum. Chromatography of the residue on silica gel with hexane/ethyl acetate (vol. 1:1) gave 5.5 g of 4-(5-[8-hydroxyoctyloxy]-pyrimidin-2-yl)benzaldehyde. Reactants: ClCCSC(CCCCCCC(=O)OCC)CCCC(CCCCC)OC(C)=O (ethyl 8-(2-chloroethylthio)-12-acetoxyheptadecanoate), C(C)(=O)O (acetic acid), OO (hydrogen peroxide), O (water). The solvent is CCOCC (ether). Run at time 20 hour. Yields the product ClCCS(=O)(=O)C(CCCCCCC(=O)OCC)CCCC(CCCCC)OC(C)=O (ethyl 8-(2-chloroethylsulfonyl)-12-acetoxyheptadecanoate). As a reaction SMILES: [Cl:1][CH2:2][CH2:3][S:4][CH:5]([CH2:17][CH2:18][CH2:19][CH:20]([O:26][C:27](=[O:29])[CH3:28])[CH2:21][CH2:22][CH2:23][CH2:24][CH3:25])[CH2:6][CH2:7][CH2:8][CH2:9][CH2:10][CH2:11][C:12]([O:14][CH2:15][CH3:16])=[O:13].OO.[OH2:32].C(O)(=[O:35])C>CCOCC>[Cl:1][CH2:2][CH2:3][S:4]([CH:5]([CH2:17][CH2:18][CH2:19][CH:20]([O:26][C:27](=[O:29])[CH3:28])[CH2:21][CH2:22][CH2:23][CH2:24][CH3:25])[CH2:6][CH2:7][CH2:8][CH2:9][CH2:10][CH2:11][C:12]([O:14][CH2:15][CH3:16])=[O:13])(=[O:35])=[O:32]. Procedure: A solution of ethyl 8-(2-chloroethylthio)-12-acetoxyheptadecanoate (45.1 g., 0.1 mole) and 30% aqueous hydrogen peroxide (50 ml.) in acetic acid (225 ml.) is allowed to stand 20 hours at 25° C. The solution is diluted with 600 ml. of water. The oily product is taken up in ether, washed with dilute sodium bicarbonate solution and four portions of water and dried over sodium sulfate. Evaporation of the ether in vacuo leaves the title compound as a light yellow viscous oil. Reactants: CCC(=O)NC1CC(n2cnc3c(NCC(c4ccccc4)c4ccccc4)nc(Cl)nc32)C(O)C1O, O=C(O)C(F)(F)F, C1CCN(C2CCNC2)C1, NC1CCN(c2nc(NCC(c3ccccc3)c3ccccc3)c3ncn(C4CC(NC(=O)COCc5ccccc5)C(O)C4O)c3n2)C1. Product: Cl, CCC(=O)NC1CC(n2cnc3c(NCC(c4ccccc4)c4ccccc4)nc(N4CCC(N5CCCC5)C4)nc32)C(O)C1O. RXN SMILES: [Cl:57][c:58]1[n:59][c:60]([NH:79][CH2:80][CH:81]([c:82]2[cH:83][cH:84][cH:85][cH:86][cH:87]2)[c:88]2[cH:89][cH:90][cH:91][cH:92][cH:93]2)[c:61]2[n:62][cH:63][n:64]([CH:67]3[CH:68]([OH:78])[CH:69]([OH:77])[CH:70]([NH:72][C:73]([CH2:74][CH3:75])=[O:76])[CH2:71]3)[c:65]2[n:66]1.[F:1][C:2]([F:3])([F:4])[C:5]([OH:6])=[O:7].[N:94]1([CH:99]2[CH2:100][NH:101][CH2:102][CH2:103]2)[CH2:95][CH2:96][CH2:97][CH2:98]1.[NH2:8][CH:9]1[CH2:10][CH2:11][N:12]([c:13]2[n:14][c:15]3[c:16]([n:17][cH:18][n:19]3[CH:20]3[CH2:21][CH:22]([NH:23][C:24](=[O:25])[CH2:26][O:27][CH2:28][c:29]4[cH:30][cH:31][cH:32][cH:33][cH:34]4)[CH:35]([OH:36])[CH:37]3[OH:38])[c:39]([NH:40][CH2:41][CH:42]([c:43]3[cH:44][cH:45][cH:46][cH:47][cH:48]3)[c:49]3[cH:50][cH:51][cH:52][cH:53][cH:54]3)[n:55]2)[CH2:56]1>>[ClH:57].[c:58]1([N:101]2[CH2:100][CH:99]([N:94]3[CH2:95][CH2:96][CH2:97][CH2:98]3)[CH2:103][CH2:102]2)[n:59][c:60]([NH:79][CH2:80][CH:81]([c:82]2[cH:83][cH:84][cH:85][cH:86][cH:87]2)[c:88]2[cH:89][cH:90][cH:91][cH:92][cH:93]2)[c:61]2[n:62][cH:63][n:64]([CH:67]3[CH:68]([OH:78])[CH:69]([OH:77])[CH:70]([NH:72][C:73]([CH2:74][CH3:75])=[O:76])[CH2:71]3)[c:65]2[n:66]1. Starting materials: CCO, CC1(c2ccc3cc(OC4CCC(C5CCCC5)CC4)ccc3c2)COC(=O)N1, [Li+], [OH-], O. Yields the product CC(N)(CO)c1ccc2cc(OC3CCC(C4CCCC4)CC3)ccc2c1. As a reaction SMILES: [CH3:30][CH2:31][OH:32].[CH:1]1([CH:6]2[CH2:7][CH2:8][CH:9]([O:12][c:13]3[cH:14][c:15]4[cH:16][cH:17][c:18]([C:23]5([CH3:29])[NH:24][C:25](=[O:28])[O:26][CH2:27]5)[cH:19][c:20]4[cH:21][cH:22]3)[CH2:10][CH2:11]2)[CH2:2][CH2:3][CH2:4][CH2:5]1.[Li+:33].[OH-:34].[OH2:35]>>[CH:1]1([CH:6]2[CH2:7][CH2:8][CH:9]([O:12][c:13]3[cH:14][c:15]4[cH:16][cH:17][c:18]([C:23]([NH2:24])([CH2:27][OH:26])[CH3:29])[cH:19][c:20]4[cH:21][cH:22]3)[CH2:10][CH2:11]2)[CH2:2][CH2:3][CH2:4][CH2:5]1.